Dataset: the Open Reaction Database (ORD), a public repository of structured organic reaction records. Task: describe an organic reaction: reactants, conditions, products, and yield The reactants are CCCCCCCCN(CCCCCCCC)c1ccncc1, C=CCCCCCC, OO. Product: CCCCCCC1CO1. RXN SMILES: [CH2:11]([N:12]([CH2:13][CH2:14][CH2:15][CH2:16][CH2:17][CH2:18][CH2:19][CH3:20])[c:21]1[cH:22][cH:23][n:24][cH:25][cH:26]1)[CH2:27][CH2:28][CH2:29][CH2:30][CH2:31][CH2:32][CH3:33].[CH2:1]=[CH:2][CH2:3][CH2:4][CH2:5][CH2:6][CH2:7][CH3:8].[OH:9][OH:10]>>[CH2:1]1[CH:2]([CH2:3][CH2:4][CH2:5][CH2:6][CH2:7][CH3:8])[O:9]1. Procedure details: To a solution of (6-iodoimidazo[1,2-b]pyridazin-2-yl)methanol (400 mg, 1.45 mmol) in N,N-dimethylformamide (4.0 mL) were added N-(3-hydroxyphenyl)-1,3-dimethyl-1H-pyrazole-5-carboxamide (504 mg, 2.18 mmol) and potassium carbonate (402 mg, 2.91 mmol), and the mixture was stirred at 150° C. for 16 hr. After cooling the mixture to room temperature, water was added to the reaction mixture, and the mixture was extracted with ethyl acetate/tetrahydrofuran, washed with saturated brine, dried over anhyd... Reaction SMILES: I[C:2]1[CH:3]=[CH:4][C:5]2[N:6]([CH:8]=[C:9]([CH2:11][OH:12])[N:10]=2)[N:7]=1.[OH:13][C:14]1[CH:15]=[C:16]([NH:20][C:21]([C:23]2[N:27]([CH3:28])[N:26]=[C:25]([CH3:29])[CH:24]=2)=[O:22])[CH:17]=[CH:18][CH:19]=1.C(=O)([O-])[O-].[K+].[K+].O>CN(C)C=O>[OH:12][CH2:11][C:9]1[N:10]=[C:5]2[CH:4]=[CH:3][C:2]([O:13][C:14]3[CH:15]=[C:16]([NH:20][C:21]([C:23]4[N:27]([CH3:28])[N:26]=[C:25]([CH3:29])[CH:24]=4)=[O:22])[CH:17]=[CH:18][CH:19]=3)=[N:7][N:6]2[CH:8]=1 |f:2.3.4|. Product: OCC=1N=C2N(N=C(C=C2)OC=2C=C(C=CC2)NC(=O)C2=CC(=NN2C)C)C1 (N-(3-{[2-(hydroxymethyl)imidazo[1,2-b]pyridazin-6-yl]oxy}phenyl)-1,3-dimethyl-1H-pyrazole-5-carboxamide). Reactants: IC=1C=CC=2N(N1)C=C(N2)CO ((6-iodoimidazo[1,2-b]pyridazin-2-yl)methanol), OC=1C=C(C=CC1)NC(=O)C1=CC(=NN1C)C (N-(3-hydroxyphenyl)-1,3-dimethyl-1H-pyrazole-5-carboxamide), C([O-])([O-])=O.[K+].[K+] (potassium carbonate), O (water). Conditions: temperature 150 celsius, time 16 hour. The solvent is CN(C=O)C (N,N-dimethylformamide). Yield: 12.8%. The reactants are CC1=C(C=C(C(=O)NN)C=C1)C1=CC=C2C3(C(NC2=C1)=O)CCCC3 (4-methyl-3-(2′-oxospiro[cyclopentane-1,3′-indoline]-6′-yl)benzohydrazide), CC(C([O-])([O-])[O-])(C)C (trimethylorthoacetate), O (water). The solvent is C(C)(=O)O (acetic acid). Run at temperature 150 celsius, time 3 hour. The product is CC1=C(C=C(C=C1)C=1OC(=NN1)C)C1=CC=C2C3(C(NC2=C1)=O)CCCC3 (6′-(2-Methyl-5-(5-methyl-1,3,4-oxadiazol-2-yl)phenyl)spiro[cyclopentane-1,3′-indolin]-2′-one). The yield is 34.8%. RXN SMILES: [CH3:1][C:2]1[CH:11]=[CH:10][C:5]([C:6]([NH:8][NH2:9])=[O:7])=[CH:4][C:3]=1[C:12]1[CH:20]=[C:19]2[C:15]([C:16]3([CH2:25][CH2:24][CH2:23][CH2:22]3)[C:17](=[O:21])[NH:18]2)=[CH:14][CH:13]=1.[CH3:26][C:27](C)(C)C([O-])([O-])[O-].O>C(O)(=O)C>[CH3:1][C:2]1[CH:11]=[CH:10][C:5]([C:6]2[O:7][C:26]([CH3:27])=[N:9][N:8]=2)=[CH:4][C:3]=1[C:12]1[CH:20]=[C:19]2[C:15]([C:16]3([CH2:25][CH2:24][CH2:23][CH2:22]3)[C:17](=[O:21])[NH:18]2)=[CH:14][CH:13]=1. Procedure details: A stirred mixture of 4-methyl-3-(2′-oxospiro[cyclopentane-1,3′-indoline]-6′-yl)benzohydrazide (preparation 53, 0.05 g, 0.16 mmol) and trimethylorthoacetate (0.04 mL, 0.19 mmol) in acetic acid (1 mL) were heated to 150° C. in a sealed tube. After 3 hours, the mixture was cooled, poured into water and extracted with ethyl acetate. The organic layer was washed with water, brine, dried (MgSO4) and evaporated in vacuo. Purification of the residue by flash chromatography (1:1 hexanes/ethyl acetate) ga... Reactants: C(C)(C)(C)C1=CC(=CC(=C1O)C(C)(C)C)C (2,6-di-t-butyl-p-cresol), [OH-].[Na+] (sodium hydroxide), C(C=C)#N (acrylonitrile), S(O)(O)(=O)=O (sulfuric acid), CN(CC=C(C)C)C (1-dimethylamino-3-methyl-2-butene). Run in O (water). Conditions: temperature 0 celsius, time 1 hour. Product: CC(CCN(C)C)(C)NC(C=C)=O (N-(1,1-dimethyl-3-dimethylaminopropyl)acrylamide). As a reaction SMILES: [C:1](#[N:4])[CH:2]=[CH2:3].S(=O)(=O)(O)O.[CH3:10][N:11]([CH3:17])[CH2:12][CH:13]=[C:14]([CH3:16])[CH3:15].C(C1C([OH:28])=C(C(C)(C)C)C=C(C)C=1)(C)(C)C.[OH-].[Na+]>O>[CH3:15][C:14]([NH:4][C:1](=[O:28])[CH:2]=[CH2:3])([CH3:16])[CH2:13][CH2:12][N:11]([CH3:17])[CH3:10] |f:4.5|. Procedure: A resin flask is cooled to 0° C. and 450 grams (8.5 moles) of acrylonitrile, 1020 grams (10 moles) of sulfuric acid and 37 grams of water are added. To this mixture are then added 475 grams (4.2 moles) of the 1-dimethylamino-3-methyl-2-butene prepared as described above, and 8.5 grams of 2,6-di-t-butyl-p-cresol. The mixture is stirred at 68° C. for about 1 hour and is then neutralized with about 30% sodium hydroxide. The organic layer is separated, diluted with 2050 ml. of methanol and neutraliz... Starting materials: CCOc1cc2c(N3CCC(n4c(=O)c5cc(C)ccc5n(C)c4=O)CC3)nc(N3CCOCC3)nc2cc1O, CI, [Cl-], [H-], [NH4+], [Na+], CN(C)C=O. The product is CCOc1cc2c(N3CCC(n4c(=O)c5cc(C)ccc5n(C)c4=O)CC3)nc(N3CCOCC3)nc2cc1OC. Reaction SMILES: [CH2:1]([CH3:2])[O:3][c:4]1[cH:5][c:6]2[c:7]([N:21]3[CH2:22][CH2:23][CH:24]([n:27]4[c:28](=[O:40])[n:29]([CH3:39])[c:30]5[cH:31][cH:32][c:33]([CH3:38])[cH:34][c:35]5[c:36]4=[O:37])[CH2:25][CH2:26]3)[n:8][c:9]([N:15]3[CH2:16][CH2:17][O:18][CH2:19][CH2:20]3)[n:10][c:11]2[cH:12][c:13]1[OH:14].[CH3:43][I:44].[Cl-:45].[H-:41].[NH4+:46].[Na+:42].[O:47]=[CH:48][N:49]([CH3:50])[CH3:51]>>[CH2:1]([CH3:2])[O:3][c:4]1[cH:5][c:6]2[c:7]([N:21]3[CH2:22][CH2:23][CH:24]([n:27]4[c:28](=[O:40])[n:29]([CH3:39])[c:30]5[cH:31][cH:32][c:33]([CH3:38])[cH:34][c:35]5[c:36]4=[O:37])[CH2:25][CH2:26]3)[n:8][c:9]([N:15]3[CH2:16][CH2:17][O:18][CH2:19][CH2:20]3)[n:10][c:11]2[cH:12][c:13]1[O:14][CH3:43]. Reactants: CCc1ccc(Br)cc1, Cc1c(C)c(N2CCNCC2)c(C)c2c1OC(C)(C)C2. Yields the product CCc1ccc(N2CCN(c3c(C)c(C)c4c(c3C)CC(C)(C)O4)CC2)cc1. RXN SMILES: [Br:21][c:22]1[cH:23][cH:24][c:25]([CH2:28][CH3:29])[cH:26][cH:27]1.[CH3:1][C:2]1([CH3:20])[O:3][c:4]2[c:5]([c:7]([CH3:19])[c:8]([N:13]3[CH2:14][CH2:15][NH:16][CH2:17][CH2:18]3)[c:9]([CH3:12])[c:10]2[CH3:11])[CH2:6]1>>[CH3:1][C:2]1([CH3:20])[O:3][c:4]2[c:5]([c:7]([CH3:19])[c:8]([N:13]3[CH2:14][CH2:15][N:16]([c:22]4[cH:23][cH:24][c:25]([CH2:28][CH3:29])[cH:26][cH:27]4)[CH2:17][CH2:18]3)[c:9]([CH3:12])[c:10]2[CH3:11])[CH2:6]1.